From a dataset of the Open Reaction Database (ORD), a public repository of structured organic reaction records. describe an organic reaction: reactants, conditions, products, and yield Reactants: N1=CC(=CC=C1)B(O)O (pyridine-3-boronic acid), ClC=1N=C(C2=C(N1)C=C(S2)C=O)N2CCOCC2 (2-Chloro-4-morpholin-4-yl-thieno[3,2-d]pyrimidine-6-carbaldehyde), CS(=O)(=O)C1CNCC1 (3-(methanesulfonyl)pyrrolidine), crude material. Yields the product CS(=O)(=O)C1CN(CC1)CC1=CC=2N=C(N=C(C2S1)N1CCOCC1)C=1C=NC=CC1 (6-((3-(methylsulfonyl)pyrrolidin-1-yl)methyl)-4-morpholino-2-(pyridin-3-yl)thieno[3,2-d]pyrimidine). Reaction SMILES: Cl[C:2]1[N:3]=[C:4]([N:13]2[CH2:18][CH2:17][O:16][CH2:15][CH2:14]2)[C:5]2[S:10][C:9]([CH:11]=O)=[CH:8][C:6]=2[N:7]=1.[CH3:19][S:20]([CH:23]1[CH2:27][CH2:26][NH:25][CH2:24]1)(=[O:22])=[O:21].[N:28]1[CH:33]=[CH:32][CH:31]=[C:30](B(O)O)[CH:29]=1>>[CH3:19][S:20]([CH:23]1[CH2:27][CH2:26][N:25]([CH2:11][C:9]2[S:10][C:5]3[C:4]([N:13]4[CH2:18][CH2:17][O:16][CH2:15][CH2:14]4)=[N:3][C:2]([C:30]4[CH:29]=[N:28][CH:33]=[CH:32][CH:31]=4)=[N:7][C:6]=3[CH:8]=2)[CH2:24]1)(=[O:22])=[O:21]. Procedure details: 2-Chloro-4-morpholinothieno[3,2-d]pyrimidine-6-carbaldehyde 10 from Example 3 (100 mg) was reacted with 3-(methanesulfonyl)pyrrolidine following the protocol in General Procedure C. One half of the crude material was then used with pyridine-3-boronic acid in General Procedure A to give 47 mg of 141 following reversed phase HPLC purification. MS (Q1) 460 (M)+. Yields the product C(C)OC1=C(C=C(C=N1)S(=O)(=O)N1CCN(CC1)CC)C=O (1-(6-Ethoxy-5-formyl-3-pyridylsulfonyl)-4-ethylpiperazine). The yield is 37.1%. Reported procedure: DIBAL-H (14.8 mL) was added dropwise to a solution of ethyl 2-ethoxy-5-(4-ethyl-1-piperazinylsulfonyl)nicotinate (5.0 g, 13.5 mmol; prepared as described in WO 99/54333) in toluene (100 mL) at −78° C. under nitrogen. The mixture was held at −78° C. for 1 hour and then water (20 mL) was added dropwise. The mixture was allowed to warm to room temperature and then water (200 mL) and ethyl acetate (200 mL) were added. The organic layer was separated and the aqueous phase re-extracted. The combined o... Solvent: C1(=CC=CC=C1)C (toluene). Reaction conditions: time 1 hour. The reactants are CC(C)C[AlH]CC(C)C (DIBAL-H), C(C)OC1=C(C(=O)OCC)C=C(C=N1)S(=O)(=O)N1CCN(CC1)CC (ethyl 2-ethoxy-5-(4-ethyl-1-piperazinylsulfonyl)nicotinate), O (water), O (water), C(C)(=O)OCC (ethyl acetate). RXN SMILES: CC(C[AlH]CC(C)C)C.[CH2:10]([O:12][C:13]1[N:23]=[CH:22][C:21]([S:24]([N:27]2[CH2:32][CH2:31][N:30]([CH2:33][CH3:34])[CH2:29][CH2:28]2)(=[O:26])=[O:25])=[CH:20][C:14]=1[C:15](OCC)=[O:16])[CH3:11].O.C(OCC)(=O)C>C1(C)C=CC=CC=1>[CH2:10]([O:12][C:13]1[N:23]=[CH:22][C:21]([S:24]([N:27]2[CH2:28][CH2:29][N:30]([CH2:33][CH3:34])[CH2:31][CH2:32]2)(=[O:26])=[O:25])=[CH:20][C:14]=1[CH:15]=[O:16])[CH3:11]. Yield: 68.6%. Product: O=C1CSC2=C(N1CCOC1=CC=C(CN3N=C(C(=C3)CCC(=O)O)C3=CC=CC=C3)C=C1)C=CC=C2 (3-[1-[4-[2-(3-oxo-2,3-dihydro-4H-1,4-benzothiazin-4-yl)ethoxy]benzyl]-3-phenyl-1H-pyrazol-4-yl]propionic acid). Reaction conditions: temperature 80 celsius, time 8 hour. Reaction SMILES: Br[CH2:2][CH2:3][O:4][C:5]1[CH:29]=[CH:28][C:8]([CH2:9][N:10]2[CH:14]=[C:13]([CH2:15][CH2:16][C:17]([O:19]CC)=[O:18])[C:12]([C:22]3[CH:27]=[CH:26][CH:25]=[CH:24][CH:23]=3)=[N:11]2)=[CH:7][CH:6]=1.[S:30]1[C:35]2[CH:36]=[CH:37][CH:38]=[CH:39][C:34]=2[NH:33][C:32](=[O:40])[CH2:31]1.C(=O)([O-])[O-].[K+].[K+].CN(C)C=O>O>[O:40]=[C:32]1[N:33]([CH2:2][CH2:3][O:4][C:5]2[CH:29]=[CH:28][C:8]([CH2:9][N:10]3[CH:14]=[C:13]([CH2:15][CH2:16][C:17]([OH:19])=[O:18])[C:12]([C:22]4[CH:27]=[CH:26][CH:25]=[CH:24][CH:23]=4)=[N:11]3)=[CH:7][CH:6]=2)[C:34]2[CH:39]=[CH:38][CH:37]=[CH:36][C:35]=2[S:30][CH2:31]1 |f:2.3.4|. Reported procedure: A mixture of ethyl 3-[1-[4-(2-bromoethoxy)benzyl]-3-phenyl-1H-pyrazol-4-yl]propionate (883 mg), 2H-1,4-benzothiazin-3(4H)-one (320 mg), potassium carbonate (530 mg) and N,N-dimethylformamide (10 ml) was stirred at 80° C. for 8 hours. The reaction mixture was poured into water, and extracted with ethyl acetate. The ethyl acetate layer was washed successively with dilute hydrochloric acid and saturated aqueous sodium chloride solution, dried (MgSO4) and concentrated. The residue was subjected to s... Solvent: O (water). The reactants are BrCCOC1=CC=C(CN2N=C(C(=C2)CCC(=O)OCC)C2=CC=CC=C2)C=C1 (ethyl 3-[1-[4-(2-bromoethoxy)benzyl]-3-phenyl-1H-pyrazol-4-yl]propionate), S1CC(NC2=C1C=CC=C2)=O (2H-1,4-benzothiazin-3(4H)-one), C([O-])([O-])=O.[K+].[K+] (potassium carbonate), CN(C=O)C (N,N-dimethylformamide). Starting materials: [BH4-], CCO, Nc1ccc(Cl)cc1C(=O)c1cc(Cl)ccc1Cl, [Na+]. Product: Nc1ccc(Cl)cc1C(O)c1cc(Cl)ccc1Cl. RXN SMILES: [BH4-:19].[CH3:21][CH2:22][OH:23].[NH2:1][c:2]1[c:3]([C:9](=[O:10])[c:11]2[c:12]([Cl:18])[cH:13][cH:14][c:15]([Cl:17])[cH:16]2)[cH:4][c:5]([Cl:8])[cH:6][cH:7]1.[Na+:20]>>[NH2:1][c:2]1[c:3]([CH:9]([OH:10])[c:11]2[c:12]([Cl:18])[cH:13][cH:14][c:15]([Cl:17])[cH:16]2)[cH:4][c:5]([Cl:8])[cH:6][cH:7]1. The reactants are aqueous solution, [OH-].[Na+] (sodium hydroxide), [H-].[Al+3].[Li+].[H-].[H-].[H-] (lithium aluminum hydride), O1CCCC1 (tetrahydrofuran), O1CCCC1 (tetrahydrofuran), COC1=C(CNC2=C(C(=O)O)C=CC=N2)C=CC=C1 (2-(2-methoxybenzylamino)nicotinic acid). Run in C(C)(=O)OCC (Ethyl acetate), C(C)(=O)OCC (ethyl acetate). Run at time 1 hour. Product: COC1=C(CNC2=NC=CC=C2CO)C=CC=C1 ((2-(2-methoxybenzylamino)-3-pyridinyl)methanol). Isolated yield 101.8%. Reaction SMILES: [H-].[Al+3].[Li+].[H-].[H-].[H-].O1CCCC1.[CH3:12][O:13][C:14]1[CH:30]=[CH:29][CH:28]=[CH:27][C:15]=1[CH2:16][NH:17][C:18]1[N:26]=[CH:25][CH:24]=[CH:23][C:19]=1[C:20](O)=[O:21].[OH-].[Na+]>C(OCC)(=O)C>[CH3:12][O:13][C:14]1[CH:30]=[CH:29][CH:28]=[CH:27][C:15]=1[CH2:16][NH:17][C:18]1[C:19]([CH2:20][OH:21])=[CH:23][CH:24]=[CH:25][N:26]=1 |f:0.1.2.3.4.5,8.9|. Procedure details: Under a nitrogen gas stream, 2.50 g (65.8 mmol) of lithium aluminum hydride was added to tetrahydrofuran (100 mL) under ice cooling, and a tetrahydrofuran (70 mL) solution of 8.50 g (32.9 mmol) of 2-(2-methoxybenzylamino)nicotinic acid was added dropwise to the above solution. The resulting mixture was stirred for one hour at room temperature. Ethyl acetate was added to the reaction mixture, and then 26.4 mL of a 10% aqueous solution of sodium hydroxide was added thereto. Insoluble materials wer... Starting materials: CC(C)(C)OC(=O)Nc1ccc2ccc(C#N)cc2c1, CC#N, [K+], [K+], O=C([O-])[O-], O=C1CCC(=O)N1Br. The product is CC(C)(C)OC(=O)Nc1ccc2ccc(C#N)cc2c1Br. As a reaction SMILES: [C:1](#[N:2])[c:3]1[cH:4][cH:5][c:6]2[cH:7][cH:8][c:9]([NH:13][C:14]([O:15][C:16]([CH3:17])([CH3:18])[CH3:19])=[O:20])[cH:10][c:11]2[cH:12]1.[CH3:35][C:36]#[N:37].[K+:29].[K+:30].[O-:31][C:32]([O-:33])=[O:34].[O:21]=[C:22]1[N:23]([Br:28])[C:24](=[O:25])[CH2:26][CH2:27]1>>[C:1](#[N:2])[c:3]1[cH:4][cH:5][c:6]2[cH:7][cH:8][c:9]([NH:13][C:14]([O:15][C:16]([CH3:17])([CH3:18])[CH3:19])=[O:20])[c:10]([Br:28])[c:11]2[cH:12]1. Reactants: FC=1C(=C2C(C(=CN3C2=C(C1F)CC3C)C(=O)O)=O)N (8,9-Difluoro-7-amino-2-methyl-6-oxo-1,2-dihydro-pyrrolo[3,2,1-ij]quinoline-5-carboxylic acid), C(C)(=O)O (acetic acid), CN1CCNCC1 (N-methylpiperazine), [OH-].[Na+] (sodium hydroxide). The solvent is CN1C(CCC1)=O (N-methylpyrrolidone), O (water). Reaction conditions: temperature 50 celsius. Yields the product FC=1C(=C2C(C(=CN3C2=C(C1N1CCN(CC1)C)CC3C)C(=O)O)=O)N (8-fluoro-2-methyl-9-(4-methyl-1-piperazinyl)-7-amino-6-oxo-1,2-dihydro-pyrrolo[3,2,1-ij]quinoline- 5-carboxylic acid). Reaction SMILES: [F:1][C:2]1[C:3]([NH2:20])=[C:4]2[C:9]3=[C:10]([CH2:13][CH:14]([CH3:15])[N:8]3[CH:7]=[C:6]([C:16]([OH:18])=[O:17])[C:5]2=[O:19])[C:11]=1F.[CH3:21][N:22]1[CH2:27][CH2:26][NH:25][CH2:24][CH2:23]1.[OH-].[Na+].C(O)(=O)C>CN1CCCC1=O.O>[F:1][C:2]1[C:3]([NH2:20])=[C:4]2[C:9]3=[C:10]([CH2:13][CH:14]([CH3:15])[N:8]3[CH:7]=[C:6]([C:16]([OH:18])=[O:17])[C:5]2=[O:19])[C:11]=1[N:25]1[CH2:26][CH2:27][N:22]([CH3:21])[CH2:23][CH2:24]1 |f:2.3|. Procedure details: 8,9-Difluoro-7-amino-2-methyl-6-oxo-1,2-dihydro-pyrrolo[3,2,1-ij]quinoline-5-carboxylic acid (2 g) and N-methylpiperazine (4 ml) are suspended in N-methylpyrrolidone (20 ml), and the mixture is heated at 110°-120° C. on an oil bath for 3 hours. After the reaction, the reaction mixture is distilled under reduced pressure, and to the residue is added ethyl acetate. The resulting crystals are separated by filtration and thereto is added water (80 ml), which is regulated to pH 2 with 6N hydrochloric...